Dataset: the Open Reaction Database (ORD), a public repository of structured organic reaction records. Task: describe an organic reaction: reactants, conditions, products, and yield Starting materials: ClC1=NC(=CN=C1)Cl (2,6-dichloropyrazine), crude product, ClC=1C=C(CCO)C=CC1 (m-chlorophenethyl alcohol), [H-].[Na+] (NaH). The product is ClC1=NC(=CN=C1)OCCC1=CC(=CC=C1)Cl (2-Chloro-6-[2-(3-chlorophenyl)ethoxy]pyrazine). Reaction SMILES: Cl[C:2]1[CH:7]=[N:6][CH:5]=[C:4]([Cl:8])[N:3]=1.[Cl:9][C:10]1[CH:11]=[C:12]([CH:16]=[CH:17][CH:18]=1)[CH2:13][CH2:14][OH:15].[H-].[Na+]>>[Cl:8][C:4]1[CH:5]=[N:6][CH:7]=[C:2]([O:15][CH2:14][CH2:13][C:12]2[CH:16]=[CH:17][CH:18]=[C:10]([Cl:9])[CH:11]=2)[N:3]=1 |f:2.3|. Reported procedure: The title compound was prepared according to the procedure of example 4, step 1 starting from 2,6-dichloropyrazine (444 mg, 3.00 mmol) and m-chlorophenethyl alcohol (515 mg, 3.30 mmol) and NaH (55% in mineral oil, 144 mg, 3.30 mmol). The crude product (0.92 g) was used directly in the next step. MS m/z 269 (M+H)+. Starting materials: C1(=CC=CC=C1)C1(CCCCC1)N1CCC(CC1)O (1-(1 phenylcyclohexyl)-4 hydroxypiperidine). Solvent: C(C)(=O)O (acetic acid). Conditions: time 20 minute. The product is C1(=CC=CC=C1)C1(CCCCC1)N1CCC(CC1)=O ((1 phenylcyclohexyl)-4-piperidone). As a reaction SMILES: [C:1]1([C:7]2([N:13]3[CH2:18][CH2:17][CH:16]([OH:19])[CH2:15][CH2:14]3)[CH2:12][CH2:11][CH2:10][CH2:9][CH2:8]2)[CH:6]=[CH:5][CH:4]=[CH:3][CH:2]=1>C(O)(=O)C>[C:1]1([C:7]2([N:13]3[CH2:18][CH2:17][C:16](=[O:19])[CH2:15][CH2:14]3)[CH2:8][CH2:9][CH2:10][CH2:11][CH2:12]2)[CH:2]=[CH:3][CH:4]=[CH:5][CH:6]=1. Procedure details: 1-(1 phenylcyclohexyl)-4 hydroxypiperidine was dissolved in 15 mL glacial acetic acid and 0.3 mL concentrated slufuric acid, and 1.9 mL Jones reagent (made from 26.72 g H2CrO4 and 23 mL H2SO4 diluted to 100 mL with water) was added dropwise. After stirring at room temperature for 20 minutes, 2 mL 2-propanol, Zn(Hg) (made from 1.5 g mossy zinc and 0.2 g mercuric chloride in 20 mL water and 0.25 mL concentrated hydrochloric acid at room temperature for 5 minutes), sodium citrate dihydrate (3.6 g) ... The reactants are O (H2O), C(C)OC(C(=O)N(CC1=CC=C(C=C1)C(F)(F)F)CC1=CC=C(C=C1)N)=O (ethyl{(4-aminobenzyl)[4-(trifluoromethyl)benzyl]amino}(oxo)acetate), C1C(CCCCCCCCCC)O1 (1,2-dodecylene oxide), Cl(=O)(=O)(=O)[O-].[Mg+2].Cl(=O)(=O)(=O)[O-] (magnesium perchlorate). The solvent is CC#N (CH3CN). Yields the product C(C)OC(C(=O)N(CC1=CC=C(C=C1)C(F)(F)F)CC1=CC=C(C=C1)NCC(CCCCCCCCCC)O)=O (ethyl{{4-[(2-hydroxydodecyl)amino]benzyl}[4-(trifluoromethyl)-benzyl]amino}(oxo)acetate). The yield is 108.0%. As a reaction SMILES: [CH2:1]([O:3][C:4](=[O:27])[C:5]([N:7]([CH2:19][C:20]1[CH:25]=[CH:24][C:23]([NH2:26])=[CH:22][CH:21]=1)[CH2:8][C:9]1[CH:14]=[CH:13][C:12]([C:15]([F:18])([F:17])[F:16])=[CH:11][CH:10]=1)=[O:6])[CH3:2].[CH2:28]1[O:40][CH:29]1[CH2:30][CH2:31][CH2:32][CH2:33][CH2:34][CH2:35][CH2:36][CH2:37][CH2:38][CH3:39].Cl([O-])(=O)(=O)=O.[Mg+2].Cl([O-])(=O)(=O)=O.O>CC#N>[CH2:1]([O:3][C:4](=[O:27])[C:5]([N:7]([CH2:19][C:20]1[CH:21]=[CH:22][C:23]([NH:26][CH2:28][CH:29]([OH:40])[CH2:30][CH2:31][CH2:32][CH2:33][CH2:34][CH2:35][CH2:36][CH2:37][CH2:38][CH3:39])=[CH:24][CH:25]=1)[CH2:8][C:9]1[CH:10]=[CH:11][C:12]([C:15]([F:16])([F:17])[F:18])=[CH:13][CH:14]=1)=[O:6])[CH3:2] |f:2.3.4|. Procedure details: To a solution of ethyl{(4-aminobenzyl)[4-(trifluoromethyl)benzyl]amino}(oxo)acetate (38 mg, 0.10 mmol) and 1,2-dodecylene oxide (22 mg, 0.12 mmol) in 1.0 mL CH3CN were added at once magnesium perchlorate (27 mg, 0.12 mmol) under inert atmosphere. The reaction mixture was stirred 24 at rt. 2 mL of H2O were added and the resulting mixture was extracted with EtOAc (2×5 mL), dried over MgSO4, filtered and the solvents were evaporated under vacuum to give a slightly yellow oil (61 mg).